This data is from the Open Reaction Database (ORD), a public repository of structured organic reaction records. The task is: describe an organic reaction: reactants, conditions, products, and yield The reactants are S(N)(OC1=CC=2CC[C@H]3[C@@H]4CC[C@@H]([C@@]4(C)CC[C@@H]3C2C=C1)C(NCCC)=O)(=O)=O (17β-(N-Propylcarbamoyl)estra-1,3,5(10)-trien-3-yl sulfamate), compound 29g, S(N)(OC1=CC=2CC[C@H]3[C@@H]4CC=C[C@@]4(C)CC[C@@H]3C2C=C1)(=O)=O (estra-1,3,5(10),16-tetraen-3-yl sulfamate). The product is S(N)(OC1=CC=2CC[C@H]3[C@@H]4CC[C@@H]([C@@]4(C)CC[C@@H]3C2C=C1)C(NCC)=O)(=O)=O (17β-(N-Ethylcarbamoyl)estra-1,3,5(10)-trien-3-yl sulfamate). As a reaction SMILES: [S:1](=[O:29])(=[O:28])([O:3][C:4]1[CH:21]=[CH:20][C:19]2[C@@H:18]3[C@H:9]([C@H:10]4[C@@:14]([CH2:16][CH2:17]3)([CH3:15])[C@@H:13]([C:22](=[O:27])[NH:23][CH2:24][CH2:25]C)[CH2:12][CH2:11]4)[CH2:8][CH2:7][C:6]=2[CH:5]=1)[NH2:2].S(=O)(=O)(OC1C=CC2[C@@H]3[C@H]([C@H]4[C@@](CC3)(C)C=CC4)CCC=2C=1)N>>[S:1](=[O:28])(=[O:29])([O:3][C:4]1[CH:21]=[CH:20][C:19]2[C@@H:18]3[C@H:9]([C@H:10]4[C@@:14]([CH2:16][CH2:17]3)([CH3:15])[C@@H:13]([C:22](=[O:27])[NH:23][CH2:24][CH3:25])[CH2:12][CH2:11]4)[CH2:8][CH2:7][C:6]=2[CH:5]=1)[NH2:2]. Reported procedure: In similar manners to those described for the synthesis of compound 7, compound 29g was prepared from compound 11g. FAB-MS m/z 407 (M+H)+; 1H NMR (270 MHz, DMSO-d6) δ 0.60 (s, 3H, CH3), 1.01 (t, 3H, J=7.3 Hz, CH2CH3), 3.02 (m, 1H, CH2CH3), 3.16 (m, 1H, CH2CH3), 6.96 (d, 1H, J=2.0 Hz, ArH), 7.01 (d, 1H, J=8.6 Hz, ArH), 7.34 (d, 1H, J=8.6 Hz, ArH), 7.47 (t, 1H, J=5.6 Hz, NHCH2), 7.87 (s, 2H, NH2).